This data is from the Open Reaction Database (ORD), a public repository of structured organic reaction records. The task is: describe an organic reaction: reactants, conditions, products, and yield Yields the product [N-]=[N+]=NCCCC(=O)c1ccccc1. RXN SMILES: [CH3:18][S:19]([CH3:20])=[O:21].[Cl:1][CH2:2][CH2:3][CH2:4][C:5](=[O:6])[c:7]1[cH:8][cH:9][cH:10][cH:11][cH:12]1.[N-:14]=[N+:15]=[N-:16].[Na+:13].[OH2:17]>>[CH2:2]([CH2:3][CH2:4][C:5](=[O:6])[c:7]1[cH:8][cH:9][cH:10][cH:11][cH:12]1)[N:14]=[N+:15]=[N-:16]. The reactants are CS(C)=O, O=C(CCCCl)c1ccccc1, [N-]=[N+]=[N-], [Na+], O. Reactants: C(C1=CC=CC=C1)(=O)C=CC(=O)OCC (Ethyl 3-benzoylacrylate), N[C@@H]1C(N(C2=C(CC1)C=CC=C2)CC(=O)OC(C)(C)C)=O ((3S)-3-amino-1-t-butoxycarbonylmethyl-2,3,4,5-tetrahydro-1H-benzazepin-2-one), C(=O)(N1C=NC=C1)N1C=NC=C1 (carbonyldiimidazole). Reagents/catalysts: [Pd] (Pd—C). Solvent: C1(=CC=CC=C1)C (toluene). Run at time 18 hour. The product is C(C)(C)(C)OC(=O)CN1C2=C(CCC(C1=O)N1C(OC(CC1C(=O)OCC)C1=CC=CC=C1)=O)C=CC=C2 (ethyl 3-(1-t-butoxycarbonylmethyl-2-oxo-2,3,4,5-tetrahydro-1H-benzo[b]azepin-3-yl)2-oxo-6-phenyl-[1,3]oxazinan-4-carboxylate). As a reaction SMILES: [C:1]([CH:9]=[CH:10][C:11]([O:13][CH2:14][CH3:15])=[O:12])(=[O:8])[C:2]1[CH:7]=[CH:6][CH:5]=[CH:4][CH:3]=1.[NH2:16][C@H:17]1[CH2:23][CH2:22][C:21]2[CH:24]=[CH:25][CH:26]=[CH:27][C:20]=2[N:19]([CH2:28][C:29]([O:31][C:32]([CH3:35])([CH3:34])[CH3:33])=[O:30])[C:18]1=[O:36].[C:37](N1C=CN=C1)(N1C=CN=C1)=[O:38]>C1(C)C=CC=CC=1.[Pd]>[C:32]([O:31][C:29]([CH2:28][N:19]1[C:18](=[O:36])[CH:17]([N:16]2[CH:10]([C:11]([O:13][CH2:14][CH3:15])=[O:12])[CH2:9][CH:1]([C:2]3[CH:7]=[CH:6][CH:5]=[CH:4][CH:3]=3)[O:8][C:37]2=[O:38])[CH2:23][CH2:22][C:21]2[CH:24]=[CH:25][CH:26]=[CH:27][C:20]1=2)=[O:30])([CH3:33])([CH3:35])[CH3:34]. Procedure details: Ethyl 3-benzoylacrylate (13a) (55.6 g, 250 mmoles) is dropped into a solution of (3S)-3-amino-1-t-butoxycarbonylmethyl-2,3,4,5-tetrahydro-1H-benzazepin-2-one (11) (66.2 g, 227 mmoles) in 200 ml of toluene, at room temperature in 1 h. The resulting mixture is left under stirring for 18 h, then added with 10% Pd—C (26 g, 22 mmoles) and hydrogenated at 3 atm for 18 h at room temperature. The catalyst is filtered off and carbonyldiimidazole (272.4 mmoles, 44.16 g) is added. After reacting for 4 h th... Reported procedure: As in Example 8, a preadduct is prepared from 21 parts, by weight, of a polyester of adipic acid and 1,6-hexane diol (hydroxyl number 134.1; acid number 0.7) and 12.05 parts, by weight, of 1-isocyanato-3-isocyanatomethyl-3,5,5-trimethyl cyclohexane by heating the mixture for 3 hours at 100° C. After dilution with 61.1 parts, by weight, of carbon tetrachloride, the solution is maintained at a temperature of 70° C. The mixture is reacted to form a polyurethane-polyurea in the same way as in Exampl... Yields the product polyurethane polyurea, NC1CC(CC(C1)(C)C)(C)CN (1-amino-3-aminomethyl-3,5,5-trimethyl cyclohexane). Run at temperature 100 celsius. The reactants are polyester, C(CCCCC(=O)O)(=O)O (adipic acid), C(CCCCCO)O (1,6-hexane diol), N(=C=O)C1CC(CC(C1)(C)C)(C)CN=C=O (1-isocyanato-3-isocyanatomethyl-3,5,5-trimethyl cyclohexane). Run in C(Cl)(Cl)(Cl)Cl (carbon tetrachloride). As a reaction SMILES: C(O)(=O)CCCCC(O)=O.C(O)CCCCCO.[N:19]([CH:22]1[CH2:27][C:26]([CH3:29])([CH3:28])[CH2:25][C:24]([CH2:31][N:32]=C=O)([CH3:30])[CH2:23]1)=C=O>C(Cl)(Cl)(Cl)Cl>[NH2:19][CH:22]1[CH2:27][C:26]([CH3:28])([CH3:29])[CH2:25][C:24]([CH2:31][NH2:32])([CH3:30])[CH2:23]1. Reactants: CI, [H-], O=C(COC1CCC(Nc2ccc([N+](=O)[O-])c(C(F)(F)F)c2)CC1)N1CCN(c2ccc(C(F)(F)F)cc2)CC1, [Na+], C1CCOC1. Yields the product CN(c1ccc([N+](=O)[O-])c(C(F)(F)F)c1)C1CCC(OCC(=O)N2CCN(c3ccc(C(F)(F)F)cc3)CC2)CC1. RXN SMILES: [CH3:43][I:44].[H-:41].[N+:1](=[O:2])([O-:3])[c:4]1[c:5]([C:37]([F:38])([F:39])[F:40])[cH:6][c:7]([NH:10][CH:11]2[CH2:12][CH2:13][CH:14]([O:17][CH2:18][C:19](=[O:20])[N:21]3[CH2:22][CH2:23][N:24]([c:27]4[cH:28][cH:29][c:30]([C:33]([F:34])([F:35])[F:36])[cH:31][cH:32]4)[CH2:25][CH2:26]3)[CH2:15][CH2:16]2)[cH:8][cH:9]1.[Na+:42].[O:45]1[CH2:46][CH2:47][CH2:48][CH2:49]1>>[N+:1](=[O:2])([O-:3])[c:4]1[c:5]([C:37]([F:38])([F:39])[F:40])[cH:6][c:7]([N:10]([CH:11]2[CH2:12][CH2:13][CH:14]([O:17][CH2:18][C:19](=[O:20])[N:21]3[CH2:22][CH2:23][N:24]([c:27]4[cH:28][cH:29][c:30]([C:33]([F:34])([F:35])[F:36])[cH:31][cH:32]4)[CH2:25][CH2:26]3)[CH2:15][CH2:16]2)[CH3:43])[cH:8][cH:9]1. Reactants: [OH-].[K+] (Potassium hydroxide), C(C)(=O)OCC1=C(C2=CC=CC=C2C=C1)Br (1-bromo-2-naphthalenemethanol acetate). The solvent is CO (methanol), O (water). Run at time 3 hour. Product: BrC1=C(C=CC2=CC=CC=C12)CO (1-Bromo-2-naphthalenemethanol). The yield is 96.3%. As a reaction SMILES: [OH-].[K+].C([O:6][CH2:7][C:8]1[CH:17]=[CH:16][C:15]2[C:10](=[CH:11][CH:12]=[CH:13][CH:14]=2)[C:9]=1[Br:18])(=O)C>CO.O>[Br:18][C:9]1[C:10]2[C:15](=[CH:14][CH:13]=[CH:12][CH:11]=2)[CH:16]=[CH:17][C:8]=1[CH2:7][OH:6] |f:0.1|. Reported procedure: Potassium hydroxide (25.3 g, 0.45 mol) was added to a solution of 1-bromo-2-naphthalenemethanol acetate (105 g, 0.38 mol) in methanol (300 mL) at room temperature. The resulting yellow solution was stirred at room temperature for 3 hours, then diluted with water and a precipitate was formed. The mixture was extracted with ether (2×300 mL), and the combined organic layers were washed with water (250 mL), brine, dried over anhydrous magnesium sulfate and concentrated in vacuo. The pure product was...